Task: describe an organic reaction: reactants, conditions, products, and yield. Dataset: the Open Reaction Database (ORD), a public repository of structured organic reaction records The reactants are CC(=O)[O-], CC(=O)O, CCOC(C)=O, O=C(CC(=O)C(F)(F)F)c1ccc(Cl)cc1, FC(F)(F)c1cc(-c2ccc(Cl)cc2)nc2ccnn12, ClI, Nc1cc[nH]n1, [Na+], O. The product is FC(F)(F)c1cc(-c2ccc(Cl)cc2)nc2c(I)cnn12. Reaction SMILES: [CH3:44][C:45](=[O:46])[O-:47].[CH3:50][C:51](=[O:52])[OH:53].[CH3:55][CH2:56][O:57][C:58]([CH3:59])=[O:60].[Cl:1][c:2]1[cH:3][cH:4][c:5]([C:6](=[O:7])[CH2:8][C:9](=[O:10])[C:11]([F:12])([F:13])[F:14])[cH:15][cH:16]1.[Cl:23][c:24]1[cH:25][cH:26][c:27](-[c:30]2[n:31][c:32]3[n:33]([c:34]([C:36]([F:37])([F:38])[F:39])[cH:35]2)[n:40][cH:41][cH:42]3)[cH:28][cH:29]1.[I:48][Cl:49].[NH2:17][c:18]1[cH:19][cH:20][nH:21][n:22]1.[Na+:43].[OH2:54]>>[Cl:23][c:24]1[cH:25][cH:26][c:27](-[c:30]2[n:31][c:32]3[n:33]([c:34]([C:36]([F:37])([F:38])[F:39])[cH:35]2)[n:40][cH:41][c:42]3[I:48])[cH:28][cH:29]1. The reactants are CC1=[N+](C=CC(=C1C)[N+](=O)[O-])[O-] (2,3-dimethyl-4-nitropyridine-1-oxide), C(C)C(=O)C (methyl ethyl ketone), FC(CO)(C(F)(F)F)F (2,2,3,3,3-pentafluoropropanol). Run in CN(P(N(C)C)(N(C)C)=O)C (hexamethylphosphoric acid triamide). Conditions: temperature 75 celsius, time 4.5 day. The product is CC1=[N+](C=CC(=C1C)OCC(C(F)(F)F)(F)F)[O-] (2,3-dimethyl-4-(2,2,3,3,3-pentafluoropropoxy)pyridine-1-oxide). Isolated yield 74.4%. As a reaction SMILES: [CH3:1][C:2]1[C:7]([CH3:8])=[C:6]([N+]([O-])=O)[CH:5]=[CH:4][N+:3]=1[O-:12].C(C(C)=O)C.[F:18][C:19]([F:26])([C:22]([F:25])([F:24])[F:23])[CH2:20][OH:21]>CN(C)P(=O)(N(C)C)N(C)C>[CH3:1][C:2]1[C:7]([CH3:8])=[C:6]([O:21][CH2:20][C:19]([F:26])([F:18])[C:22]([F:25])([F:24])[F:23])[CH:5]=[CH:4][N+:3]=1[O-:12]. Procedure: A mixture of 2,3-dimethyl-4-nitropyridine-1-oxide (2.0 g), methyl ethyl ketone (30 ml), 2,2,3,3,3-pentafluoropropanol (3.29 g) and hexamethylphosphoric acid triamide (2.07 g) was heated at 70-80° C. with stirring for 4.5 days. Then, the insoluble matter was filtered off and the filtrate was concentrated. Water was added to the residue and the mixture was extracted with ethyl acetate. The extract layer was dried over magnesium sulfate, then the solvent was distilled off, and the residue was appli... The reactants are N1=CN(C2=NC=CC=C21)C2=CC(=C(C=C2)CC(=O)O)C ((4-imidazo[4,5-b]pyridin-3-yl-2-methyl-phenyl)-acetic acid), CN(C)CC1=C(C=C(C=C1)N)C(F)(F)F (4-dimethylaminomethyl-3-trifluoromethyl-phenylamine). Run in C(Cl)Cl.CO (CH2Cl2 MeOH). The product is CN(C)CC1=C(C=C(C=C1)NC(CC1=C(C=C(C=C1)N1C=NC=2C1=NC=CC2)C)=O)C(F)(F)F (N-(4-Dimethylaminomethyl-3-trifluoromethyl-phenyl)-2-(4-imidazo[4,5-b]pyridin 3-yl-2-methyl-phenyl)-acetamide). RXN SMILES: [N:1]1[C:9]2[C:4](=[N:5][CH:6]=[CH:7][CH:8]=2)[N:3]([C:10]2[CH:15]=[CH:14][C:13]([CH2:16][C:17]([OH:19])=O)=[C:12]([CH3:20])[CH:11]=2)[CH:2]=1.[CH3:21][N:22]([CH2:24][C:25]1[CH:30]=[CH:29][C:28]([NH2:31])=[CH:27][C:26]=1[C:32]([F:35])([F:34])[F:33])[CH3:23]>C(Cl)Cl.CO>[CH3:23][N:22]([CH2:24][C:25]1[CH:30]=[CH:29][C:28]([NH:31][C:17](=[O:19])[CH2:16][C:13]2[CH:14]=[CH:15][C:10]([N:3]3[C:4]4=[N:5][CH:6]=[CH:7][CH:8]=[C:9]4[N:1]=[CH:2]3)=[CH:11][C:12]=2[CH3:20])=[CH:27][C:26]=1[C:32]([F:33])([F:35])[F:34])[CH3:21] |f:2.3|. Procedure details: The title compound is prepared as described in Example 7 but using (4-imidazo[4,5-b]pyridin-3-yl-2-methyl-phenyl)-acetic acid (Step 60.1) and 4-dimethylaminomethyl-3-trifluoromethyl-phenylamine (disclosed in WO2005/051366). Title compound: ES-MS: 468.2 [M+H]+; tR=2.97 min (System 1); Rf=0.37 (CH2Cl2/MeOH, 9:1+0.1% NH3aq). Starting materials: O1CCCC1 (tetrahydrofuran), compound ( 1-10 ), C[Si](OC1C2CC[C@@H]([C@]2(CCC1)C)[C@@H](C[C@@H]1C=CC(C1)=O)C)(C)C ((4S)-4-{(2R)-2-[(1R, 7aR)-octahydro-4-trimethylsilyloxy-7a-methyl-1H-inden-1-yl]-propyl}-2-cyclopenten-1-one), C[Li] (methyllithium), C[Li] (methyllithium). The solvent is CCOCC (ether), CCOCC (ether). Run at temperature -78 celsius. Product: desired product ( 1-11 ), C[Si](OC1C2CC[C@@H]([C@]2(CCC1)C)[C@@H](C[C@@H]1C=C[C@@](C1)(O)C)C)(C)C ((1R,4S)-4-{(2R)-2-[(1R,7aR)-octahydro-4-trimethylsilyloxy-7a-methyl-1H-inden-1-yl]-propyl}-1-methyl-2-cyclopenten-1-ol). Isolated yield 84.0%. Reaction SMILES: [CH3:1][Si:2]([CH3:24])([CH3:23])[O:3][CH:4]1[CH2:12][CH2:11][CH2:10][C@@:9]2([CH3:13])[CH:5]1[CH2:6][CH2:7][C@@H:8]2[C@H:14]([CH3:22])[CH2:15][C@H:16]1[CH2:20][C:19](=[O:21])[CH:18]=[CH:17]1.O1CCC[CH2:26]1.C[Li]>CCOCC>[CH3:24][Si:2]([CH3:23])([CH3:1])[O:3][CH:4]1[CH2:12][CH2:11][CH2:10][C@@:9]2([CH3:13])[CH:5]1[CH2:6][CH2:7][C@@H:8]2[C@H:14]([CH3:22])[CH2:15][C@H:16]1[CH2:20][C@@:19]([CH3:26])([OH:21])[CH:18]=[CH:17]1. Procedure: A 1.76 g amount of the compound (1-10), (4S)-4-{(2R)-2-[(1R, 7aR)-octahydro-4-trimethylsilyloxy-7a-methyl-1H-inden-1-yl]-propyl}-2-cyclopenten-1-one was placed into a 300 ml eggplant-shaped flask. A 150 ml amount of tetrahydrofuran was added and the solution stirred and cooled to −78° C., and then, 6.5 ml of an ether solution of methyllithium (1.16 mol/liter) was added, followed by stirring for 15 minutes. A 50 ml amount of saturated saline was added, the excess methyllithium was broken down, th... Reactants: ClC1=C(C=CC=C1C(F)(F)F)CNC=O ({[2-chloro-3-(trifluoromethyl)phenyl]methyl}formamide), C(C)(C)NC(C)C (diisopropylamine), C(O)([O-])=O.[Na+] (sodium hydrogen carbonate), P(=O)(Cl)(Cl)Cl (phosphorus oxychloride). Run in ClCCl (dichloromethane). Reaction conditions: temperature 3.5 celsius, time 2 hour. Yields the product ClC1=C(C=CC=C1C(F)(F)F)C[N+]#[C-] ([2-chloro-3-(trifluoromethyl)phenyl]methyl isocyanide). Yield: 106.6%. As a reaction SMILES: [Cl:1][C:2]1[C:7]([C:8]([F:11])([F:10])[F:9])=[CH:6][CH:5]=[CH:4][C:3]=1[CH2:12][NH:13][CH:14]=O.C(NC(C)C)(C)C.P(Cl)(Cl)(Cl)=O.C(=O)([O-])O.[Na+]>ClCCl>[Cl:1][C:2]1[C:7]([C:8]([F:10])([F:11])[F:9])=[CH:6][CH:5]=[CH:4][C:3]=1[CH2:12][N+:13]#[C-:14] |f:3.4|. Reported procedure: A solution of {[2-chloro-3-(trifluoromethyl)phenyl]methyl}formamide (0.67 g, 2.82 mmol) in anhydrous dichloromethane (20 ml) was cooled under argon in an ice-water bath before the addition of diisopropylamine (1.78 ml, 12.7 mmol) followed by phosphorus oxychloride (0.393 ml, 4.23 mmol). The reaction was stirred at between 2-5° C. for 2 hrs. The mixture was then reduced in vacuo and the residue treated with saturated aqueous sodium hydrogen carbonate (20 ml) and extracted with dichloromethane (20...